From a dataset of the Open Reaction Database (ORD), a public repository of structured organic reaction records. describe an organic reaction: reactants, conditions, products, and yield The reactants are c1ccc(OCC2CO2)cc1, CC(C)O, NCCNc1cccc2cn[nH]c12. Yields the product OC(CNCCNc1cccc2cn[nH]c12)COc1ccccc1. Reaction SMILES: [CH2:1]([CH:2]1[CH2:3][O:4]1)[O:5][c:6]1[cH:7][cH:8][cH:9][cH:10][cH:11]1.[CH:25]([OH:26])([CH3:27])[CH3:28].[NH2:12][CH2:13][CH2:14][NH:15][c:16]1[cH:17][cH:18][cH:19][c:20]2[cH:21][n:22][nH:23][c:24]12>>[CH2:1]([CH:2]([CH2:3][NH:12][CH2:13][CH2:14][NH:15][c:16]1[cH:17][cH:18][cH:19][c:20]2[cH:21][n:22][nH:23][c:24]12)[OH:4])[O:5][c:6]1[cH:7][cH:8][cH:9][cH:10][cH:11]1. Reactants: O([Si](C)(C)C(C)(C)C)C1=C(C=C(C=C1)C(CC)(CC)C1=CC(=C(C=C1)OS(=O)(=O)C(F)(F)F)C)C (trifluoromethanesulfonic acid 4-{1-[4-(tert-butyl-dimethylsiloxy)-3-methylphenyl]-1-ethyl-propyl}-2-methylphenyl ester), CN(C)C=O (DMF), TEA, CC(C)(C#C)O (2-methyl-3-butyn-2-ol). The solvent is CCOCC (Et2O). Run at temperature 65 celsius. Yields the product O([Si](C)(C)C(C)(C)C)C1=C(C=C(C=C1)C(CC)(CC)C1=CC(=C(C=C1)C#CC(C)(O)C)C)C (4-(4-{1-[4-(tert-butyl-dimethylsiloxy)-3-methylphenyl]-1-ethylpropyl}-2-methylphenyl)-2-methylbut-3-yn-2-ol). The yield is 32.3%. RXN SMILES: [O:1]([C:9]1[CH:14]=[CH:13][C:12]([C:15]([C:20]2[CH:25]=[CH:24][C:23](OS(C(F)(F)F)(=O)=O)=[C:22]([CH3:34])[CH:21]=2)([CH2:18][CH3:19])[CH2:16][CH3:17])=[CH:11][C:10]=1[CH3:35])[Si:2]([C:5]([CH3:8])([CH3:7])[CH3:6])([CH3:4])[CH3:3].CN(C=O)C.[CH3:41][C:42]([OH:46])([C:44]#[CH:45])[CH3:43]>CCOCC>[O:1]([C:9]1[CH:14]=[CH:13][C:12]([C:15]([C:20]2[CH:25]=[CH:24][C:23]([C:45]#[C:44][C:42]([CH3:43])([OH:46])[CH3:41])=[C:22]([CH3:34])[CH:21]=2)([CH2:18][CH3:19])[CH2:16][CH3:17])=[CH:11][C:10]=1[CH3:35])[Si:2]([C:5]([CH3:7])([CH3:8])[CH3:6])([CH3:4])[CH3:3]. Procedure details: To an oven-dried, argon-sparged flask was added Pd[PPh3]4 (46 mg) and anhyd Cul (15 mg). To the flask under argon was added a solution of trifluoromethanesulfonic acid 4-{1-[4-(tert-butyl-dimethylsiloxy)-3-methylphenyl]-1-ethyl-propyl}-2-methylphenyl ester (0.42 g, 0.80 mmol) in anhyd DMF (2.5 mL), TEA (0.56 mL, 4.0 mmol) and 2-methyl-3-butyn-2-ol (0.12 mL, 1.2 mmol). After heating at 65° C. for 15 h, the reaction mixture was diluted with Et2O (50 mL), washed with H2O (2×30 mL) and brine, then d...